Dataset: the Open Reaction Database (ORD), a public repository of structured organic reaction records. Task: describe an organic reaction: reactants, conditions, products, and yield The reactants are C(CCCCCCCC)C=1C=NC(=NC1)C1=CC=C(C=C1)O (4-(5-nonyl-2-pyrimidinyl)phenol), C(CCCC)[C@@H]1CC[C@H](CC1)CCCBr (3-(trans-4-pentylcyclohexyl)-1-propyl bromide), C([O-])([O-])=O.[K+].[K+] (potassium carbonate), CC(CC)=O (butanone). Solvent: O (water). Product: C(CCCC)[C@@H]1CC[C@H](CC1)CCCOC1=CC=C(C=C1)C1=NC=C(C=N1)CCCCCCCCC (4-[3-(trans-4-pentylcyclohexyl)-1-propyloxy]phenyl-5-nonylpyrimidine). RXN SMILES: [CH2:1]([C:10]1[CH:11]=[N:12][C:13]([C:16]2[CH:21]=[CH:20][C:19]([OH:22])=[CH:18][CH:17]=2)=[N:14][CH:15]=1)[CH2:2][CH2:3][CH2:4][CH2:5][CH2:6][CH2:7][CH2:8][CH3:9].[CH2:23]([C@H:28]1[CH2:33][CH2:32][C@H:31]([CH2:34][CH2:35][CH2:36]Br)[CH2:30][CH2:29]1)[CH2:24][CH2:25][CH2:26][CH3:27].C(=O)([O-])[O-].[K+].[K+].CC(=O)CC>O>[CH2:23]([C@H:28]1[CH2:33][CH2:32][C@H:31]([CH2:34][CH2:35][CH2:36][O:22][C:19]2[CH:18]=[CH:17][C:16]([C:13]3[N:14]=[CH:15][C:10]([CH2:1][CH2:2][CH2:3][CH2:4][CH2:5][CH2:6][CH2:7][CH2:8][CH3:9])=[CH:11][N:12]=3)=[CH:21][CH:20]=2)[CH2:30][CH2:29]1)[CH2:24][CH2:25][CH2:26][CH3:27] |f:2.3.4|. Reported procedure: A mixture of 0.5 g of 4-(5-nonyl-2-pyrimidinyl)phenol, 0.55 g of 3-(trans-4-pentylcyclohexyl)-1-propyl bromide, 0.91 g of potassium carbonate and 50 ml of absolute butanone was heated under reflux overnight. Subsequently, the cooled reaction mixture was poured into water and extracted three times with 50 ml of diethyl ether each time. The combined organic phases were washed with 500 ml of water, dried over magnesium sulfate, filtered and concentrated. Chromatography of the residue on silica gel ... The reactants are CC#N, Cc1ccccc1, COC(C)(C)C, CO, NC=O, C[Si](C)(C)Cl, O=Cc1ccc(F)cc1, O, Cc1ccc(S(=O)O)cc1. The product is Cc1ccc(S(=O)(=O)C(NC=O)c2ccc(F)cc2)cc1. As a reaction SMILES: [CH3:28][C:29]#[N:30].[CH3:31][c:32]1[cH:33][cH:34][cH:35][cH:36][cH:37]1.[CH3:39][O:40][C:41]([CH3:42])([CH3:43])[CH3:44].[CH3:45][OH:46].[CH:10](=[O:11])[NH2:12].[Cl:13][Si:14]([CH3:15])([CH3:16])[CH3:17].[F:1][c:2]1[cH:3][cH:4][c:5]([CH:6]=[O:7])[cH:8][cH:9]1.[OH2:38].[c:18]1([CH3:27])[cH:19][cH:20][c:21]([S:24](=[O:25])[OH:26])[cH:22][cH:23]1>>[F:1][c:2]1[cH:3][cH:4][c:5]([CH:6]([NH:12][CH:10]=[O:11])[S:24]([c:21]2[cH:20][cH:19][c:18]([CH3:27])[cH:23][cH:22]2)(=[O:25])=[O:26])[cH:8][cH:9]1. Reactants: CC(C)OC(=O)N=NC(=O)OC(C)C, C1CCOC1, COCCCN1CCOc2ccc(COC3CN(C(=O)OCc4ccccc4)CCC3c3ccc(CO)cc3)cc21, CCOC(=O)Cc1cccc(O)c1, c1ccc(P(c2ccccc2)c2ccccc2)cc1. Yields the product CCOC(=O)Cc1cccc(OCc2ccc(C3CCN(C(=O)OCc4ccccc4)CC3OCc3ccc4c(c3)N(CCCOC)CCO4)cc2)c1. Reaction SMILES: [O:1]=[C:2]([O:3][CH:4]([CH3:5])[CH3:6])[N:7]=[N:8][C:9]([O:10][CH:11]([CH3:12])[CH3:13])=[O:14].[O:88]1[CH2:89][CH2:90][CH2:91][CH2:92]1.[OH:15][CH2:16][c:17]1[cH:18][cH:19][c:20]([CH:23]2[CH:24]([O:39][CH2:40][c:41]3[cH:42][cH:43][c:44]4[c:45]([cH:55]3)[N:46]([CH2:50][CH2:51][CH2:52][O:53][CH3:54])[CH2:47][CH2:48][O:49]4)[CH2:25][N:26]([C:29](=[O:30])[O:31][CH2:32][c:33]3[cH:34][cH:35][cH:36][cH:37][cH:38]3)[CH2:27][CH2:28]2)[cH:21][cH:22]1.[OH:56][c:57]1[cH:58][c:59]([CH2:63][C:64](=[O:65])[O:66][CH2:67][CH3:68])[cH:60][cH:61][cH:62]1.[c:69]1([P:70]([c:71]2[cH:72][cH:73][cH:74][cH:75][cH:76]2)[c:77]2[cH:78][cH:79][cH:80][cH:81][cH:82]2)[cH:83][cH:84][cH:85][cH:86][cH:87]1>>[O:15]([CH2:16][c:17]1[cH:18][cH:19][c:20]([CH:23]2[CH:24]([O:39][CH2:40][c:41]3[cH:42][cH:43][c:44]4[c:45]([cH:55]3)[N:46]([CH2:50][CH2:51][CH2:52][O:53][CH3:54])[CH2:47][CH2:48][O:49]4)[CH2:25][N:26]([C:29](=[O:30])[O:31][CH2:32][c:33]3[cH:34][cH:35][cH:36][cH:37][cH:38]3)[CH2:27][CH2:28]2)[cH:21][cH:22]1)[c:57]1[cH:58][c:59]([CH2:63][C:64](=[O:65])[O:66][CH2:67][CH3:68])[cH:60][cH:61][cH:62]1. Starting materials: Cl.C(C)OCCC(=O)O (3-ethoxypropanoic acid hydrochloride), C(C1=CC=CC=C1)[C@@H]1C[C@H](NC1)C(=O)NC1=CC=C(C=C1)OC1=CC=C(C=C1)F ((2S,4R)-4-benzyl-N-(4-(4-fluorophenoxy)phenyl)pyrrolidine-2-carboxamide). Product: Compound 86, C(C1=CC=CC=C1)[C@@H]1C[C@H](N(C1)C(CCOCC)=O)C(=O)NC1=CC=C(C=C1)OC1=CC=C(C=C1)F ((2S,4R)-4-benzyl-1-(3-ethoxypropanoyl)-N-(4-(4-fluorophenoxy)phenyl)pyrrolidine-2-carboxamide). Isolated yield 28.5%. RXN SMILES: Cl.[CH2:2]([O:4][CH2:5][CH2:6][C:7]([OH:9])=O)[CH3:3].[CH2:10]([C@H:17]1[CH2:21][NH:20][C@H:19]([C:22]([NH:24][C:25]2[CH:30]=[CH:29][C:28]([O:31][C:32]3[CH:37]=[CH:36][C:35]([F:38])=[CH:34][CH:33]=3)=[CH:27][CH:26]=2)=[O:23])[CH2:18]1)[C:11]1[CH:16]=[CH:15][CH:14]=[CH:13][CH:12]=1>>[CH2:10]([C@H:17]1[CH2:21][N:20]([C:7](=[O:9])[CH2:6][CH2:5][O:4][CH2:2][CH3:3])[C@H:19]([C:22]([NH:24][C:25]2[CH:30]=[CH:29][C:28]([O:31][C:32]3[CH:33]=[CH:34][C:35]([F:38])=[CH:36][CH:37]=3)=[CH:27][CH:26]=2)=[O:23])[CH2:18]1)[C:11]1[CH:12]=[CH:13][CH:14]=[CH:15][CH:16]=1 |f:0.1|. Reported procedure: Proceeding as in Example 1, but substituting 3-ethoxypropanoic acid hydrochloride and (2S,4R)-4-benzyl-N-(4-(4-fluorophenoxy)phenyl)pyrrolidine-2-carboxamide, gave Compound 86, (2S,4R)-4-benzyl-1-(3-ethoxypropanoyl)-N-(4-(4-fluorophenoxy)phenyl)pyrrolidine-2-carboxamide (8.4 mg, 28.5%). Major isomer: 1H-NMR (400 MHz, DMSO-D6): σ 9.91 (s, 1H), 7.55 (m, 2H), 7.28 (m, 2H), 7.21-7.16 (m, 7H), 6.93 (m, 2H), 4.45 (m, 1H), 3.64 (m, 1H), 3.54 (m, 2H), 3.38 (m, 2H), 3.24 (m, 1H), 2.63 (m, 5H), 1.88 (m, 2... The reactants are CCOC(=O)N=NC(=O)OCC, O=C1NC(=O)c2ccccc21, C1CCOC1, CC(C)(C)OC(=O)N1CCCC(O)C1, c1ccc(P(c2ccccc2)c2ccccc2)cc1, Cc1ccccc1. The product is CC(C)(C)OC(=O)N1CCCC(N2C(=O)c3ccccc3C2=O)C1. As a reaction SMILES: [N:52]([C:53]([O:54][CH2:55][CH3:56])=[O:57])=[N:58][C:59]([O:60][CH2:61][CH3:62])=[O:63].[O:15]=[C:16]1[NH:17][C:18](=[O:19])[c:20]2[cH:21][cH:22][cH:23][cH:24][c:25]21.[O:64]1[CH2:65][CH2:66][CH2:67][CH2:68]1.[OH:1][CH:2]1[CH2:3][N:4]([C:8](=[O:9])[O:10][C:11]([CH3:12])([CH3:13])[CH3:14])[CH2:5][CH2:6][CH2:7]1.[c:26]1([P:27]([c:28]2[cH:29][cH:30][cH:31][cH:32][cH:33]2)[c:34]2[cH:35][cH:36][cH:37][cH:38][cH:39]2)[cH:40][cH:41][cH:42][cH:43][cH:44]1.[c:45]1([CH3:46])[cH:47][cH:48][cH:49][cH:50][cH:51]1>>[CH:2]1([N:17]2[C:16](=[O:15])[c:25]3[c:20]([cH:21][cH:22][cH:23][cH:24]3)[C:18]2=[O:19])[CH2:3][N:4]([C:8](=[O:9])[O:10][C:11]([CH3:12])([CH3:13])[CH3:14])[CH2:5][CH2:6][CH2:7]1. The reactants are C(C)(=O)ON1C(=NC(=C1)CO)CC=C (allyl-4-hydroxymethylimidazol-1-yl acetate), S(=O)(Cl)Cl (thionyl chloride). Run in C(Cl)Cl (CH2Cl2). Yields the product Cl.C(C)(=O)ON1C(=NC(=C1)CCl)CC=C (allyl-4-chloromethyl-imidazol-1-yl acetate Hydrochloride). As a reaction SMILES: [C:1]([O:4][N:5]1[CH:9]=[C:8]([CH2:10]O)[N:7]=[C:6]1[CH2:12][CH:13]=[CH2:14])(=[O:3])[CH3:2].S(Cl)([Cl:17])=O>C(Cl)Cl>[ClH:17].[C:1]([O:4][N:5]1[CH:9]=[C:8]([CH2:10][Cl:17])[N:7]=[C:6]1[CH2:12][CH:13]=[CH2:14])(=[O:3])[CH3:2] |f:3.4|. Procedure: React allyl-4-hydroxymethylimidazol-1-yl acetate with excess thionyl chloride in CH2Cl2 at ice bath temperatures for about 8 hours to form the title compounds.